This data is from the Open Reaction Database (ORD), a public repository of structured organic reaction records. The task is: describe an organic reaction: reactants, conditions, products, and yield Reactants: C(C1=CC=CC=C1)NCCN1CC2=CC=CC=C2CC1CC1=CC=CC=C1 (N-benzyl-2-[3-benzyl-3,4-dihydroisoquinolin-2(1H)-yl]ethanamine), C=O (paraformaldehyde). The product is C(C1=CC=CC=C1)N(CCN1CC2=CC=CC=C2CC1CC1=CC=CC=C1)C (N-benzyl-N-methyl-2-[3-benzyl-3,4-dihydroisoquinolin-2(1H)-yl]ethanamine). Reaction SMILES: [CH2:1]([NH:8][CH2:9][CH2:10][N:11]1[CH:20]([CH2:21][C:22]2[CH:27]=[CH:26][CH:25]=[CH:24][CH:23]=2)[CH2:19][C:18]2[C:13](=[CH:14][CH:15]=[CH:16][CH:17]=2)[CH2:12]1)[C:2]1[CH:7]=[CH:6][CH:5]=[CH:4][CH:3]=1.[CH2:28]=O>>[CH2:1]([N:8]([CH3:28])[CH2:9][CH2:10][N:11]1[CH:20]([CH2:21][C:22]2[CH:27]=[CH:26][CH:25]=[CH:24][CH:23]=2)[CH2:19][C:18]2[C:13](=[CH:14][CH:15]=[CH:16][CH:17]=2)[CH2:12]1)[C:2]1[CH:3]=[CH:4][CH:5]=[CH:6][CH:7]=1. Procedure details: The reaction and treatment were carried out in the same manner as in Example 1-g) using N-benzyl-2-[3-benzyl-3,4-dihydroisoquinolin-2(1H)-yl]ethanamine obtained in Example 1 as a starting material and using paraformaldehyde to obtain a title compound as a pale yellow oily substance. Reactants: COC=1C=C(COC(=O)C=2C(C(=C(NC2C)C)C(=O)OC)C2=CC(=CC=C2)[N+](=O)[O-])C=CC1OC (2,6-dimethyl-3-methoxycarbonyl-4-(3'-nitrophenyl)-1,4-dihydropyridine-5-carboxylic acid 3,4-dimethoxybenzyl ester). Run in C(C)O (ethanol), C(C)O (ethanol). The product is 3'-n1trobenzylideneacetoacetic acid methyl ester, COC=1C=C(COC(\C=C(\C)/N)=O)C=CC1OC (β-aminocrotonic acid 3,4-dimethoxybenzyl ester). The yield is 75.0%. As a reaction SMILES: [CH3:1][O:2][C:3]1[CH:4]=[C:5]([CH:31]=[CH:32][C:33]=1[O:34][CH3:35])[CH2:6][O:7][C:8]([C:10]1C(C2C=CC=C([N+]([O-])=O)C=2)C(C(OC)=O)=C(C)[NH:14][C:15]=1[CH3:16])=[O:9]>C(O)C>[CH3:1][O:2][C:3]1[CH:4]=[C:5]([CH:31]=[CH:32][C:33]=1[O:34][CH3:35])[CH2:6][O:7][C:8](=[O:9])/[CH:10]=[C:15](\[NH2:14])/[CH3:16]. Procedure details: Analogously to Example 1 heating a solution of 75 mmols of 3'-n1trobenzylideneacetoacetic acid methyl ester and 75 mmols of β-aminocrotonic acid 3,4-dimethoxybenzyl ester in 120 ml of ethanol gave 2,6-dimethyl-3-methoxycarbonyl-4-(3'-nitrophenyl)-1,4-dihydropyridine-5-carboxylic acid 3,4-dimethoxybenzyl ester of melting point 129° C (from ethanol).